Task: describe an organic reaction: reactants, conditions, products, and yield. Dataset: the Open Reaction Database (ORD), a public repository of structured organic reaction records The reactants are CC1=C(C(=CC=C1)C)NC(=O)NC(NOCC1=CC=CC=C1)=N (1-(2,6-dimethylphenyl)-3-benzyloxyamidinourea), Cl (hydrogen ch1oride), [H][H] (hydrogen). The reagents and catalysts are [Pd].[C] (Pd carbon). Solvent: C(C)O (ethanol). The product is Cl.CC1=C(C(=CC=C1)C)NC(=O)NC(NO)=N (1-(2,6-dimethylphenyl)-3-hydroxyamidinourea hydrochloride). As a reaction SMILES: [CH3:1][C:2]1[CH:7]=[CH:6][CH:5]=[C:4]([CH3:8])[C:3]=1[NH:9][C:10]([NH:12][C:13](=[NH:23])[NH:14][O:15]CC1C=CC=CC=1)=[O:11].[ClH:24].[H][H]>[Pd].[C].C(O)C>[ClH:24].[CH3:8][C:4]1[CH:5]=[CH:6][CH:7]=[C:2]([CH3:1])[C:3]=1[NH:9][C:10]([NH:12][C:13](=[NH:23])[NH:14][OH:15])=[O:11] |f:3.4,6.7|. Procedure details: To a solution of 6.0 g. (0.017 moles) of 1-(2,6-dimethylphenyl)-3-benzyloxyamidinourea in 160 ml. of absolute ethanol there is added 1.0 g. of 5% Pd/carbon and then 1 ml. of saturated ethanolic hydrogen ch1oride. The mixture is hydrogenated at room temperature and atmospheric pressure until one equivalent of hydrogen is taken up (1 hour). The suspension is filtered through a bed of celite and the filtrate evaporated to an off-white solid. The solid is recrystallized from 150 ml. of 7:1 acetonitr... The reactants are COCCCN, CCOC(C)=O, CCN(C(C)C)C(C)C, O=S(=O)(O)Cl, Cn1cncc1-c1ccnc(Nc2ccccc2)n1, O=S(Cl)Cl. The product is COCCCNS(=O)(=O)c1ccc(Nc2nccc(-c3cncn3C)n2)cc1. As a reaction SMILES: [CH3:34][O:35][CH2:36][CH2:37][CH2:38][NH2:39].[CH3:44][CH2:45][O:46][C:47]([CH3:48])=[O:49].[CH:25]([N:26]([CH:27]([CH3:28])[CH3:29])[CH2:30][CH3:31])([CH3:32])[CH3:33].[Cl:1][S:2](=[O:3])(=[O:4])[OH:5].[NH:6]([c:7]1[cH:8][cH:9][cH:10][cH:11][cH:12]1)[c:13]1[n:14][cH:15][cH:16][c:17](-[c:19]2[cH:20][n:21][cH:22][n:23]2[CH3:24])[n:18]1.[S:40]([Cl:41])([Cl:42])=[O:43]>>[S:2](=[O:3])(=[O:5])([c:10]1[cH:9][cH:8][c:7]([NH:6][c:13]2[n:14][cH:15][cH:16][c:17](-[c:19]3[cH:20][n:21][cH:22][n:23]3[CH3:24])[n:18]2)[cH:12][cH:11]1)[NH:39][CH2:38][CH2:37][CH2:36][O:35][CH3:34]. Starting materials: CC(C)(C)P(c1ccccc1-c1ccccc1)C(C)(C)C, O=C([O-])O, FC(F)(F)c1cc(CN(Cc2cc(C(F)(F)F)ccc2OCc2ccccc2)c2ncc(Br)cn2)cc(C(F)(F)F)c1, C1COCCN1, CCOC(C)=O, CC(C)(C)[O-], Cc1ccccc1, [Na+], [Na+], O=C(C=Cc1ccccc1)C=Cc1ccccc1, O=C(C=Cc1ccccc1)C=Cc1ccccc1, O=C(C=Cc1ccccc1)C=Cc1ccccc1, [Pd], [Pd]. Product: FC(F)(F)c1cc(CN(Cc2cc(C(F)(F)F)ccc2OCc2ccccc2)c2ncc(N3CCOCC3)cn2)cc(C(F)(F)F)c1. As a reaction SMILES: [C:43]([P:44]([C:45]([CH3:46])([CH3:47])[CH3:48])[c:49]1[cH:50][cH:51][cH:52][cH:53][c:54]1-[c:55]1[cH:56][cH:57][cH:58][cH:59][cH:60]1)([CH3:61])([CH3:62])[CH3:63].[C:76](=[O:77])([OH:78])[O-:79].[CH2:1]([c:2]1[cH:3][cH:4][cH:5][cH:6][cH:7]1)[O:8][c:9]1[c:10]([CH2:11][N:12]([c:13]2[n:14][cH:15][c:16]([Br:19])[cH:17][n:18]2)[CH2:20][c:21]2[cH:22][c:23]([C:31]([F:32])([F:33])[F:34])[cH:24][c:25]([C:27]([F:28])([F:29])[F:30])[cH:26]2)[cH:35][c:36]([C:39]([F:40])([F:41])[F:42])[cH:37][cH:38]1.[CH2:70]1[CH2:71][O:72][CH2:73][CH2:74][NH:75]1.[CH3:144][CH2:145][O:146][C:147](=[O:148])[CH3:149].[CH3:64][C:65]([CH3:66])([O-:67])[CH3:68].[CH3:81][c:82]1[cH:83][cH:84][cH:85][cH:86][cH:87]1.[Na+:69].[Na+:80].[O:108]=[C:109]([CH:110]=[CH:111][c:112]1[cH:113][cH:114][cH:115][cH:116][cH:117]1)[CH:118]=[CH:119][c:120]1[cH:121][cH:122][cH:123][cH:124][cH:125]1.[O:126]=[C:127]([CH:128]=[CH:129][c:130]1[cH:131][cH:132][cH:133][cH:134][cH:135]1)[CH:136]=[CH:137][c:138]1[cH:139][cH:140][cH:141][cH:142][cH:143]1.[O:90]=[C:91]([CH:92]=[CH:93][c:94]1[cH:95][cH:96][cH:97][cH:98][cH:99]1)[CH:100]=[CH:101][c:102]1[cH:103][cH:104][cH:105][cH:106][cH:107]1.[Pd:88].[Pd:89]>>[CH2:1]([c:2]1[cH:3][cH:4][cH:5][cH:6][cH:7]1)[O:8][c:9]1[c:10]([CH2:11][N:12]([c:13]2[n:14][cH:15][c:16]([N:75]3[CH2:70][CH2:71][O:72][CH2:73][CH2:74]3)[cH:17][n:18]2)[CH2:20][c:21]2[cH:22][c:23]([C:31]([F:32])([F:33])[F:34])[cH:24][c:25]([C:27]([F:28])([F:29])[F:30])[cH:26]2)[cH:35][c:36]([C:39]([F:40])([F:41])[F:42])[cH:37][cH:38]1. The reactants are ClC1=CC2=C(NC(=N2)S)C=C1Cl (5,6-Dichloro-1H-benzimidazole-2-thiol), [H-].[Na+] (sodium hydride), [N+](=O)([O-])C1=CC=C(O1)C=O (5-Nitro-2-furaldehyde). The solvent is O1CCCC1 (tetrahydrofuran). Product: ClC1=CC2=C(NC(=N2)SC2=CC=C(O2)C=O)C=C1Cl (5-(5,6-dichloro-1H-benzimidazol-2-ylsulfanyl)-furan-2-carbaldehyde). Yield: 65.1%. RXN SMILES: [Cl:1][C:2]1[C:11]([Cl:12])=[CH:10][C:5]2[NH:6][C:7]([SH:9])=[N:8][C:4]=2[CH:3]=1.[H-].[Na+].[N+]([C:18]1[O:22][C:21]([CH:23]=[O:24])=[CH:20][CH:19]=1)([O-])=O>O1CCCC1>[Cl:12][C:11]1[C:2]([Cl:1])=[CH:3][C:4]2[NH:8][C:7]([S:9][C:18]3[O:22][C:21]([CH:23]=[O:24])=[CH:20][CH:19]=3)=[N:6][C:5]=2[CH:10]=1 |f:1.2|. Procedure: 5,6-Dichloro-1H-benzimidazole-2-thiol (1.0 g, 4.56 mmol) is suspended into 50 mL of tetrahydrofuran under argon. Then, 0.33 g (6.85 mmol) of sodium hydride is added. The reaction mixture is stirred at room temperature until gas evolution has ceased. 5-Nitro-2-furaldehyde (0.64 g, 4.57 mmol) is then added and the reaction mixture is stirred at room temperature for 1 h, upon which it is poured on ice and extracted 3 times with ethyl acetate. The organic extracts are combined, washed with brine, dr... Reactants: O=C(c1ccncc1)c1cc(Cl)ccc1NS(=O)(=O)c1ccc(Br)cc1, C1CSCCN1, [K+], [K+], [K+], CN(C)C=O, O=P([O-])([O-])[O-]. Yields the product O=C(c1ccncc1)c1cc(Cl)ccc1NS(=O)(=O)c1ccc(N2CCSCC2)cc1. Reaction SMILES: [Br:1][c:2]1[cH:3][cH:4][c:5]([S:8](=[O:9])(=[O:10])[NH:11][c:12]2[c:13]([C:19](=[O:20])[c:21]3[cH:22][cH:23][n:24][cH:25][cH:26]3)[cH:14][c:15]([Cl:18])[cH:16][cH:17]2)[cH:6][cH:7]1.[CH2:35]1[CH2:36][S:37][CH2:38][CH2:39][NH:40]1.[K+:32].[K+:33].[K+:34].[O:41]=[CH:42][N:43]([CH3:44])[CH3:45].[P:27]([O-:28])([O-:29])([O-:30])=[O:31]>>[c:2]1([N:40]2[CH2:35][CH2:36][S:37][CH2:38][CH2:39]2)[cH:3][cH:4][c:5]([S:8](=[O:9])(=[O:10])[NH:11][c:12]2[c:13]([C:19](=[O:20])[c:21]3[cH:22][cH:23][n:24][cH:25][cH:26]3)[cH:14][c:15]([Cl:18])[cH:16][cH:17]2)[cH:6][cH:7]1. Reactants: COC1=CC=C(C=C1)C(=O)C(O)C1=CC=C(C=C1)OC (4,4'-bismethoxybenzoin), [BH4-].[Na+] (sodium borohydride), ice water, Cl (hydrochloric acid). The solvent is C(C)O (ethanol). Product: COC1=CC=C(C=C1)C(C(O)C1=CC=C(C=C1)OC)O (1,2-di(p-methoxyphenyl)ethane-1,2-diol). Yield: 75.4%. As a reaction SMILES: [CH3:1][O:2][C:3]1[CH:8]=[CH:7][C:6]([C:9]([CH:11]([C:13]2[CH:18]=[CH:17][C:16]([O:19][CH3:20])=[CH:15][CH:14]=2)[OH:12])=[O:10])=[CH:5][CH:4]=1.[BH4-].[Na+].Cl>C(O)C>[CH3:20][O:19][C:16]1[CH:17]=[CH:18][C:13]([CH:11]([OH:12])[CH:9]([C:6]2[CH:7]=[CH:8][C:3]([O:2][CH3:1])=[CH:4][CH:5]=2)[OH:10])=[CH:14][CH:15]=1 |f:1.2|. Procedure: In 3 liters of dry ethanol, 75 g of 4,4'-bismethoxybenzoin and 21 g of sodium borohydride were refluxed for 2 hours. After adding 250 ml of concentrated hydrochloric acid to the reaction mixture, the resulting mixture was poured into 1300 ml of ice water, followed by filtration of deposited crystals. After recrystallized from 95% ethanol, there was obtained 57 g of 1,2-di(p-methoxyphenyl)ethane-1,2-diol, which was then added to 570 ml of 80% acetic acid and stirred at 90° C. for 50 minutes. Then...